This data is from the Open Reaction Database (ORD), a public repository of structured organic reaction records. The task is: describe an organic reaction: reactants, conditions, products, and yield The reactants are BrC=1C=C2C=CC(=C(C2=CC1)CN1C2=C(OC[C@@H](C1=O)NC([C@H](C)N(C)C(=O)OC(C)(C)C)=O)C(=CC=C2)C(=O)OC)OC ((S)-methyl 5-((6-bromo-2-methoxynaphthalen-1-yl)methyl)-3-((S)-2-(tert-butoxycarbonyl(methyl)amino)propanamido)-4-oxo-2,3,4,5-tetrahydrobenzo[b][1,4]oxazepine-9-carboxylate). The reagents and catalysts are [Pd] (Pd/C). The solvent is CO (MeOH). Conditions: time 8 hour. Yields the product C(C)(C)(C)OC(=O)N([C@H](C(=O)N[C@@H]1C(N(C2=C(OC1)C(=CC=C2)C(=O)OC)CC2=C(C=CC1=CC=CC=C21)OC)=O)C)C ((S)-methyl 3-((S)-2-(tert-butoxycarbonyl(methyl)amino)propanamido)-5-((2-methoxynaphthalen-1-yl)methyl)-4-oxo-2,3,4,5-tetrahydrobenzo[b][1,4]oxazepine-9-carboxylate). The yield is 107.8%. RXN SMILES: Br[C:2]1[CH:3]=[C:4]2[C:9](=[CH:10][CH:11]=1)[C:8]([CH2:12][N:13]1[C:19](=[O:20])[C@@H:18]([NH:21][C:22](=[O:34])[C@@H:23]([N:25]([C:27]([O:29][C:30]([CH3:33])([CH3:32])[CH3:31])=[O:28])[CH3:26])[CH3:24])[CH2:17][O:16][C:15]3[C:35]([C:39]([O:41][CH3:42])=[O:40])=[CH:36][CH:37]=[CH:38][C:14]1=3)=[C:7]([O:43][CH3:44])[CH:6]=[CH:5]2>CO.[Pd]>[C:30]([O:29][C:27]([N:25]([CH3:26])[C@@H:23]([CH3:24])[C:22]([NH:21][C@H:18]1[CH2:17][O:16][C:15]2[C:35]([C:39]([O:41][CH3:42])=[O:40])=[CH:36][CH:37]=[CH:38][C:14]=2[N:13]([CH2:12][C:8]2[C:9]3[C:4](=[CH:3][CH:2]=[CH:11][CH:10]=3)[CH:5]=[CH:6][C:7]=2[O:43][CH3:44])[C:19]1=[O:20])=[O:34])=[O:28])([CH3:32])([CH3:33])[CH3:31]. Procedure details: A mixture of (S)-methyl 5-((6-bromo-2-methoxynaphthalen-1-yl)methyl)-3-((S)-2-(tert-butoxycarbonyl(methyl)amino)propanamido)-4-oxo-2,3,4,5-tetrahydrobenzo[b][1,4]oxazepine-9-carboxylate (100 mg, 149 μmol, Eq: 1.00) and 10% Pd/C (5.22 mg, 4.92 μmol, Eq: 0.033) in MeOH (5 mL) was hydrogenated at RT overnight. The mixture was filtered through Celite and the filtrate concentrated to afford (S)-methyl 3-((S)-2-(tert-butoxycarbonyl(methyl)amino)propanamido)-5-((2-methoxynaphthalen-1-yl)methyl)-4-oxo-2... Reactants: C(C)OC(CN1CCN(CCC1=O)C(\C=C\C1=CC(=CC=C1)Cl)=O)=O ({4-[(E)-3-(3-chloro-phenyl)-acryloyl]-7-oxo-[1,4]diazepan-1-yl}-acetic acid ethyl ester), [BH4-].[Na+] (sodium borohydride), OS(=O)(=O)[O-].[K+] (KHSO4), [BH4-].[Na+] (sodium borohydride). Run in C(C)O (ethanol), C(C)O (ethanol). Run at time 21 hour. Yields the product ClC=1C=C(C=CC1)/C=C/C(=O)N1CCN(C(CC1)=O)CCO (1-[(E)-3-(3-Chloro-phenyl)-acryloyl]-4-(2-hydroxy-ethyl)-[1,4]diazepan-5-one). Yield: 78.6%. As a reaction SMILES: C([O:3][C:4](=O)[CH2:5][N:6]1[C:12](=[O:13])[CH2:11][CH2:10][N:9]([C:14](=[O:24])/[CH:15]=[CH:16]/[C:17]2[CH:22]=[CH:21][CH:20]=[C:19]([Cl:23])[CH:18]=2)[CH2:8][CH2:7]1)C.[BH4-].[Na+].OS([O-])(=O)=O.[K+]>C(O)C>[Cl:23][C:19]1[CH:18]=[C:17](/[CH:16]=[CH:15]/[C:14]([N:9]2[CH2:10][CH2:11][C:12](=[O:13])[N:6]([CH2:5][CH2:4][OH:3])[CH2:7][CH2:8]2)=[O:24])[CH:22]=[CH:21][CH:20]=1 |f:1.2,3.4|. Reported procedure: A solution of 2.16 g (5.91 mmol) of {4-[(E)-3-(3-chloro-phenyl)-acryloyl]-7-oxo-[1,4]diazepan-1-yl}-acetic acid ethyl ester in 30 ml of ethanol was treated at 0° C. with 0.45 g (11.81 mmol) of sodium borohydride in 30 ml of ethanol during 20 min. The reaction was stirred for 21 h at RT, cooled (0° C.) and treated again with 0.45 g (11.81 mmol) of sodium borohydride. After 22 h at RT the reaction neutralized with cold aqueous 10% KHSO4 and extracted with EtOAc (3×). The organic phases were washed... The reactants are N(=O)[O-].[Na+] (sodium nitrite), BrC1=C(N)C=CC(=C1)OC(F)(F)F (2-bromo-4-(trifluoromethoxy)aniline), Cl (hydrochloric acid), [C-]#N.[K+] (potassium cyanide). Reagents/catalysts: S(=O)(=O)([O-])[O-].[Cu+2] (copper (II) sulfate). The solvent is O (water), O (water), O (water). Reaction conditions: temperature 0 celsius, time 45 minute. The product is BrC1=C(C#N)C=CC(=C1)OC(F)(F)F (2-Bromo-4-(trifluoromethoxy)benzonitrile). RXN SMILES: N([O-])=O.[Na+].[Br:5][C:6]1[CH:12]=[C:11]([O:13][C:14]([F:17])([F:16])[F:15])[CH:10]=[CH:9][C:7]=1N.Cl.[C-:19]#[N:20].[K+]>O.S([O-])([O-])(=O)=O.[Cu+2]>[Br:5][C:6]1[CH:12]=[C:11]([O:13][C:14]([F:17])([F:16])[F:15])[CH:10]=[CH:9][C:7]=1[C:19]#[N:20] |f:0.1,4.5,7.8|. Reported procedure: A solution of sodium nitrite (2.76 g, 40 mmol) in water (15 ml) was added dropwise to a suspension of 2-bromo-4-(trifluoromethoxy)aniline (10.2 g, 40 mmol) in a mixture of concentrated hydrochloric acid (20 ml) and water (50 ml) at 0° C. The mixture was stirred at 0° C. for 45 min., then added dropwise to a mixture of potassium cyanide (11.4 g, 176 mmol) and copper (II) sulfate (6.4 g, 40 mmol) in water (80 ml) at 65° C. The mixture was stirred at 65° C. for 30 min., cooled to room temperature a... Reaction SMILES: [C:1]1([C@H:7]([NH:9][C:10](=[O:44])[NH:11][C:12]2[N:17]=[CH:16][C:15]3[C:18]([NH:40][C:41](=[O:43])[CH3:42])=[N:19][N:20](C(C4C=CC=CC=4)(C4C=CC=CC=4)C4C=CC=CC=4)[C:14]=3[CH:13]=2)[CH3:8])[CH:6]=[CH:5][CH:4]=[CH:3][CH:2]=1.C([SiH](CC)CC)C.C(O)(C(F)(F)F)=O>C(Cl)Cl>[C:1]1([C@H:7]([NH:9][C:10](=[O:44])[NH:11][C:12]2[N:17]=[CH:16][C:15]3[C:18]([NH:40][C:41](=[O:43])[CH3:42])=[N:19][NH:20][C:14]=3[CH:13]=2)[CH3:8])[CH:6]=[CH:5][CH:4]=[CH:3][CH:2]=1. Conditions: time 1 hour. Product: C1(=CC=CC=C1)[C@@H](C)NC(NC1=CC2=C(C=N1)C(=NN2)NC(C)=O)=O ((R)—N-(6-(3-(1-phenylethyl)ureido)-1H-pyrazolo[4,3-c]pyridin-3-yl)acetamide). Procedure details: A solution of (R)—N-(6-(3-(1-phenylethyl)ureido)-1-trityl-1H-pyrazolo[4,3-c]pyridin-3-yl)acetamide (900 mg, 1.550 mmol) and triethylsilane (0.495 mL, 3.10 mmol) in DCM (14 mL) was treated with TFA (7.16 mL, 93 mmol). The reaction was stirred at room temperature for 1 h. The reaction mixture was evaporated in vacuo and the residue was partitioned between EtOAc and sat. aq. NaHCO3. The aqueous layer was extracted with EtOAc and the combined organics were washed with sat. aq. NaHCO3, brine, dried o... Run in C(Cl)Cl (DCM). Starting materials: C1(=CC=CC=C1)[C@@H](C)NC(NC1=CC2=C(C=N1)C(=NN2C(C2=CC=CC=C2)(C2=CC=CC=C2)C2=CC=CC=C2)NC(C)=O)=O ((R)—N-(6-(3-(1-phenylethyl)ureido)-1-trityl-1H-pyrazolo[4,3-c]pyridin-3-yl)acetamide), C(C)[SiH](CC)CC (triethylsilane), C(=O)(C(F)(F)F)O (TFA). Reactants: N#Cc1cccc(CBr)c1, O=C([O-])[O-], CC#N, CCOC(C)=O, [Cs+], [Cs+], CC(C)(C)OC(=O)N1CCc2c(O)cccc2C1. The product is CC(C)(C)OC(=O)N1CCc2c(cccc2OCc2cccc(C#N)c2)C1. As a reaction SMILES: [Br:19][CH2:20][c:21]1[cH:22][c:23]([C:24]#[N:25])[cH:26][cH:27][cH:28]1.[C:32](=[O:33])([O-:34])[O-:35].[CH3:29][C:30]#[N:31].[CH3:38][CH2:39][O:40][C:41](=[O:42])[CH3:43].[Cs+:36].[Cs+:37].[OH:1][c:2]1[c:3]2[c:8]([cH:9][cH:10][cH:11]1)[CH2:7][N:6]([C:12](=[O:13])[O:14][C:15]([CH3:16])([CH3:17])[CH3:18])[CH2:5][CH2:4]2>>[O:1]([c:2]1[c:3]2[c:8]([cH:9][cH:10][cH:11]1)[CH2:7][N:6]([C:12](=[O:13])[O:14][C:15]([CH3:16])([CH3:17])[CH3:18])[CH2:5][CH2:4]2)[CH2:20][c:21]1[cH:22][c:23]([C:24]#[N:25])[cH:26][cH:27][cH:28]1. Starting materials: N1CCOCC1 (Morpholine), ClC1=C(C=C(C(=C1)Cl)OC)NC1=C2C(=NC=C1C#N)C=C(S2)C2=CC=C(C=C2)C=O (7-[(2,4-dichloro-5-methoxyphenyl)amino]-2-(4-formylphenyl)thieno[3,2-b]pyridine-6-carbonitrile), C(C)(=O)O (acetic acid), C(C)(=O)O[BH-](OC(C)=O)OC(C)=O.[Na+] (sodium triacetoxyborohydride). Run in ClCCl (dichloromethane), CN(C=O)C (N,N-dimethylformamide). Reaction conditions: temperature 0 celsius, time 1.5 hour. The product is ClC1=C(C=C(C(=C1)Cl)OC)NC1=C2C(=NC=C1C#N)C=C(S2)C2=CC=C(C=C2)CN2CCOCC2 (7-[(2,4-dichloro-5-methoxyphenyl)amino]-2-[4-(4-morpholinylmethyl)phenyl]thieno[3,2-b]pyridine-6-carbonitrile). The yield is 60.9%. RXN SMILES: [NH:1]1[CH2:6][CH2:5][O:4][CH2:3][CH2:2]1.[Cl:7][C:8]1[CH:13]=[C:12]([Cl:14])[C:11]([O:15][CH3:16])=[CH:10][C:9]=1[NH:17][C:18]1[C:23]([C:24]#[N:25])=[CH:22][N:21]=[C:20]2[CH:26]=[C:27]([C:29]3[CH:34]=[CH:33][C:32]([CH:35]=O)=[CH:31][CH:30]=3)[S:28][C:19]=12.C(O[BH-](OC(=O)C)OC(=O)C)(=O)C.[Na+].C(O)(=O)C>ClCCl.CN(C)C=O>[Cl:7][C:8]1[CH:13]=[C:12]([Cl:14])[C:11]([O:15][CH3:16])=[CH:10][C:9]=1[NH:17][C:18]1[C:23]([C:24]#[N:25])=[CH:22][N:21]=[C:20]2[CH:26]=[C:27]([C:29]3[CH:34]=[CH:33][C:32]([CH2:35][N:1]4[CH2:6][CH2:5][O:4][CH2:3][CH2:2]4)=[CH:31][CH:30]=3)[S:28][C:19]=12 |f:2.3|. Reported procedure: Morpholine (16 mg, 0.18 mmol) is added to a suspension of 7-[(2,4-dichloro-5-methoxyphenyl)amino]-2-(4-formylphenyl)thieno[3,2-b]pyridine-6-carbonitrile (66 mg, 0.15 mmol) in 5 mL of dichloromethane and 0.5 mL of N,N-dimethylformamide. The reaction mixture is cooled to 0° C. and sodium triacetoxyborohydride (85 mg, 0.40 mmol) is added. After stirring at 0° C. for 1.5 hours, acetic acid (0.02 mL) is added and the reaction mixture is allowed to warm to room temperature and stirred overnight. The r...